From a dataset of the Open Reaction Database (ORD), a public repository of structured organic reaction records. describe an organic reaction: reactants, conditions, products, and yield Starting materials: COc1ccc(C(=O)O)c2c1OC1(CCSCC1)O2, COS(=O)(=O)OC, CC(C)=O, [K+], [K+], O=C([O-])[O-], O. Yields the product COC(=O)c1ccc(OC)c2c1OC1(CCSCC1)O2. As a reaction SMILES: [CH3:1][O:2][c:3]1[cH:4][cH:5][c:6]([C:17](=[O:18])[OH:19])[c:7]2[c:8]1[O:9][C:10]1([O:11]2)[CH2:12][CH2:13][S:14][CH2:15][CH2:16]1.[CH3:26][O:27][S:28]([O:29][CH3:30])(=[O:31])=[O:32].[CH3:34][C:35](=[O:36])[CH3:37].[K+:20].[K+:21].[O-:22][C:23]([O-:24])=[O:25].[OH2:33]>>[CH3:1][O:2][c:3]1[cH:4][cH:5][c:6]([C:17](=[O:18])[O:19][CH3:23])[c:7]2[c:8]1[O:9][C:10]1([O:11]2)[CH2:12][CH2:13][S:14][CH2:15][CH2:16]1.